This data is from the Open Reaction Database (ORD), a public repository of structured organic reaction records. The task is: describe an organic reaction: reactants, conditions, products, and yield The reactants are C1(=CC=CC=C1)OC(NC=1C(=NC(=C(C1)CC)C)OC)=O (Phenyl-N-(5-ethyl-2-methoxy-6-methylpyridin-3-yl)carbamate), OC=1C=C(C=CC1)N1CCNCC1 (1-(3-hydroxyphenyl)piperazine). Yields the product C(C)C=1C=C(C(=NC1C)OC)NC(=O)N1CCN(CC1)C1=CC(=CC=C1)O (1-[(5-ethyl-2-methoxy-6-methylpyridin-3-yl)aminocarbonyl]-4-(3-hydroxyphenyl)piperazine). Isolated yield 63.0%. RXN SMILES: C1(O[C:8](=[O:21])[NH:9][C:10]2[C:11]([O:19][CH3:20])=[N:12][C:13]([CH3:18])=[C:14]([CH2:16][CH3:17])[CH:15]=2)C=CC=CC=1.[OH:22][C:23]1[CH:24]=[C:25]([N:29]2[CH2:34][CH2:33][NH:32][CH2:31][CH2:30]2)[CH:26]=[CH:27][CH:28]=1>>[CH2:16]([C:14]1[CH:15]=[C:10]([NH:9][C:8]([N:32]2[CH2:31][CH2:30][N:29]([C:25]3[CH:26]=[CH:27][CH:28]=[C:23]([OH:22])[CH:24]=3)[CH2:34][CH2:33]2)=[O:21])[C:11]([O:19][CH3:20])=[N:12][C:13]=1[CH3:18])[CH3:17]. Procedure details: Phenyl-N-(5-ethyl-2-methoxy-6-methylpyridin-3-yl)carbamate and 1-(3-hydroxyphenyl)piperazine were reacted by the same way with the example 1 to obtain the titled compound. Starting materials: hydrochloride salt, CC1=C(C(=CC=C1)C)C1=CC(=CC=2CC(OC21)COS(=O)(=O)C2=CC=C(C=C2)C)OC ((±)-{[7-(2,6-dimethylphenyl)-5-methoxy-2,3-dihydro-1-benzofuran-2-yl]methyl}4-methylbenzenesulfonate), CN (methylamine). Product: CC1=C(C(=CC=C1)C)C1=CC(=CC=2CC(OC21)CNC)OC ((±)-{[7-(2,6-dimethylphenyl)-5-methoxy-2,3-dihydro-1-benzofuran-2-yl]methyl}methylamine). As a reaction SMILES: [CH3:1][C:2]1[CH:7]=[CH:6][CH:5]=[C:4]([CH3:8])[C:3]=1[C:9]1[C:17]2[O:16][CH:15]([CH2:18]OS(C3C=CC(C)=CC=3)(=O)=O)[CH2:14][C:13]=2[CH:12]=[C:11]([O:30][CH3:31])[CH:10]=1.[CH3:32][NH2:33]>>[CH3:1][C:2]1[CH:7]=[CH:6][CH:5]=[C:4]([CH3:8])[C:3]=1[C:9]1[C:17]2[O:16][CH:15]([CH2:18][NH:33][CH3:32])[CH2:14][C:13]=2[CH:12]=[C:11]([O:30][CH3:31])[CH:10]=1. Reported procedure: The title compound was prepared (0.076 g, 57%) following the general procedure of Example 390 as a white solid, hydrochloride salt from (±)-{[7-(2,6-dimethylphenyl)-5-methoxy-2,3-dihydro-1-benzofuran-2-yl]methyl}4-methylbenzenesulfonate (0.175 g, 0.40 mmol) and methylamine (0.12 g, 4.0 mmol). mp 170-172° C. Reactants: C(#N)CC(=O)N[C@H](C(=O)O)CC=1N=CNC1 ((S)-2-(cyanoacetyl-amino)-3-(1H-imidazol-4-yl)propionic acid), [Na] (sodium), N (ammonia). Reagents/catalysts: [Rh] (rhodium). The solvent is C(C)O (ethanol). Conditions: temperature 60 celsius, time 1 hour. Product: C1=C(NC=N1)C[C@@H](C(=O)O)NC(=O)CCN (L-Carnosine). RXN SMILES: [C:1]([CH2:3][C:4]([NH:6][C@@H:7]([CH2:11][C:12]1[N:13]=[CH:14][NH:15][CH:16]=1)[C:8]([OH:10])=[O:9])=[O:5])#[N:2].[Na].N>C(O)C.[Rh]>[CH:16]1[N:15]=[CH:14][NH:13][C:12]=1[CH2:11][C@H:7]([NH:6][C:4]([CH2:3][CH2:1][NH2:2])=[O:5])[C:8]([OH:10])=[O:9] |^1:16|. Reported procedure: 0.3 g of rhodium/activated carbon (5% Rh) was added to a solution of 1.90 g (7.8 mmol) of (S)-2-(cyanoacetyl-amino)-3-(1H-imidazol-4-yl)propionic acid, sodium salt (prepared according to Example 1) in 50 ml of ethanol/conc. ammonia solution (V:V=4:1). The mixture was hydrogenated at 110° C. and 45 bar for 1 h. This was followed by filtering off the catalyst and adjusting the filtrate to a pH of 8.2 with formic acid. After concentrating the solution under reduced pressure, the residue was suspend... Reported procedure: A solution of 1-{[5-chloro-1-(2-chloroethyl)-1H-benzimidazol-2-yl]methyl}-3-(methylsulfonyl)-1H-pyrazolo[3,4-c]pyridine (110 mg, 0.26 mmol) and 3-pyrrolidinol (1 mL) in CH3CN (2 mL) was heated at 150° C. for 1 hour under microwave irradiation. The resulting mixture was concentrated in vacuo and the residue was purified by column chromatography (MeOH:DCM=3:25) to afford the title product as a grey solid (8 mg, yield: 6%). As a reaction SMILES: [Cl:1][C:2]1[CH:27]=[CH:26][C:5]2[N:6]([CH2:23][CH2:24]Cl)[C:7]([CH2:9][N:10]3[C:14]4=[CH:15][N:16]=[CH:17][CH:18]=[C:13]4[C:12]([S:19]([CH3:22])(=[O:21])=[O:20])=[N:11]3)=[N:8][C:4]=2[CH:3]=1.[NH:28]1[CH2:32][CH2:31][CH:30]([OH:33])[CH2:29]1>CC#N>[Cl:1][C:2]1[CH:27]=[CH:26][C:5]2[N:6]([CH2:23][CH2:24][N:28]3[CH2:32][CH2:31][CH:30]([OH:33])[CH2:29]3)[C:7]([CH2:9][N:10]3[C:14]4=[CH:15][N:16]=[CH:17][CH:18]=[C:13]4[C:12]([S:19]([CH3:22])(=[O:21])=[O:20])=[N:11]3)=[N:8][C:4]=2[CH:3]=1. Yield: 6.0%. Reactants: ClC1=CC2=C(N(C(=N2)CN2N=C(C=3C2=CN=CC3)S(=O)(=O)C)CCCl)C=C1 (1-{[5-chloro-1-(2-chloroethyl)-1H-benzimidazol-2-yl]methyl}-3-(methylsulfonyl)-1H-pyrazolo[3,4-c]pyridine), N1CC(CC1)O (3-pyrrolidinol). Product: ClC1=CC2=C(N(C(=N2)CN2N=C(C=3C2=CN=CC3)S(=O)(=O)C)CCN3CC(CC3)O)C=C1 (1-[2-(5-chloro-2-{[3-(methylsulfonyl)-1H-pyrazolo[3,4-c]pyridin-1-yl]methyl}-1H-benzimidazol-1-yl)ethyl]pyrrolidin-3-ol). Run in CC#N (CH3CN). Reaction SMILES: [Cl:1][C:2]1[CH:7]=[C:6]([Cl:8])[CH:5]=[CH:4][C:3]=1[C:9]1[N:10]2[N:17]=[C:16]([CH3:18])[CH:15]=[C:11]2[O:12][C:13]=1[CH3:14].C1C(=O)N([Br:26])C(=O)C1>CN(C=O)C>[Br:26][C:15]1[C:16]([CH3:18])=[N:17][N:10]2[C:9]([C:3]3[CH:4]=[CH:5][C:6]([Cl:8])=[CH:7][C:2]=3[Cl:1])=[C:13]([CH3:14])[O:12][C:11]=12. Reported procedure: To a solution of 3-(2,4-dichloro-phenyl)-2,6-dimethyl-pyrazolo[5,1-b]oxazole (Intermediate HE) (0.755 g, 2.69 mmol) in DMF (10 ml) is added NBS (0.502 g, 2.82 mmol). The reaction is stirred at RT for 30 mins and then partitioned between Na2CO3 and EtOAc. The mixture is extracted with EtOAc (×2) and the combined organic phases are dried over Na2SO4, filtered and evaporated to dryness under reduced pressure. This resulting solid is recrystallised from hot EtOAc/iso-hexane to yield the title compou... Product: BrC=1C(=NN2C1OC(=C2C2=C(C=C(C=C2)Cl)Cl)C)C (7-Bromo-3-(2,4-dichloro-phenyl)-2,6-dimethyl-pyrazolo[5,1-b]oxazole). Reactants: ClC1=C(C=CC(=C1)Cl)C=1N2C(OC1C)=CC(=N2)C (3-(2,4-dichloro-phenyl)-2,6-dimethyl-pyrazolo[5,1-b]oxazole), C1CC(=O)N(C1=O)Br (NBS). Reaction conditions: time 30 minute. The solvent is CN(C)C=O (DMF). The reactants are CN(C)c1ccccc1, CC#N, BrP(Br)(Br)(Br)Br, Oc1ccnc2cc3ccccc3cc12. Yields the product Brc1ccnc2cc3ccccc3cc12. RXN SMILES: [CH3:16][N:17]([c:18]1[cH:19][cH:20][cH:21][cH:22][cH:23]1)[CH3:24].[CH3:31][C:32]#[N:33].[P:25]([Br:26])([Br:27])([Br:28])([Br:29])[Br:30].[n:1]1[cH:2][cH:3][c:4]([OH:15])[c:5]2[cH:6][c:7]3[c:8]([cH:9][c:10]12)[cH:11][cH:12][cH:13][cH:14]3>>[n:1]1[cH:2][cH:3][c:4]([Br:26])[c:5]2[cH:6][c:7]3[c:8]([cH:9][c:10]12)[cH:11][cH:12][cH:13][cH:14]3. Reactants: CCO, O=C1c2ccccc2C(=O)N1Cc1ccc(C=CC2CC2)s1, NN, [Na+], [OH-], O, O. Yields the product NCc1ccc(C=CC2CC2)s1. Reaction SMILES: [CH3:29][CH2:30][OH:31].[CH:1]1([CH:4]=[CH:5][c:6]2[cH:7][cH:8][c:9]([CH2:11][N:12]3[C:13](=[O:14])[c:15]4[c:16]([cH:17][cH:18][cH:19][cH:20]4)[C:21]3=[O:22])[s:10]2)[CH2:2][CH2:3]1.[NH2:24][NH2:25].[Na+:27].[OH-:26].[OH2:23].[OH2:28]>>[CH:1]1([CH:4]=[CH:5][c:6]2[cH:7][cH:8][c:9]([CH2:11][NH2:12])[s:10]2)[CH2:2][CH2:3]1.